From a dataset of the Open Reaction Database (ORD), a public repository of structured organic reaction records. describe an organic reaction: reactants, conditions, products, and yield Procedure: From 9 (488 mg, 2 mmol) and 3,4-dimethoxybenzylzinc chloride (0.5 M in THF, 10 mL, 5.0 mmol) by the same method as 10a; yellow oil (247 mg, 46%): 1H NMR (CDCl3) δ 3.79 (s, 2H, CH2), 3.83 (s, 3H, OMe), 3.86 (s, 3H, OMe), 4.21 (br s, NH2), 6.65-6.82 (m, 4H, H-3, H-2′, H-5′, and H-6′), 7.15 (d, J=8.4 Hz, 1H, H-4),7.17 (s, 1H, H-6). Reaction SMILES: [NH2:1][C:2]1[CH:9]=[CH:8][C:7](I)=[CH:6][C:3]=1[C:4]#[N:5].[Cl-].[CH3:12][O:13][C:14]1[CH:15]=[C:16]([CH:19]=[CH:20][C:21]=1[O:22][CH3:23])[CH2:17][Zn+].NC1C=CC(CC2C=CC=CC=2)=CC=1C#N>>[NH2:1][C:2]1[CH:9]=[CH:8][C:7]([CH2:17][C:16]2[CH:19]=[CH:20][C:21]([O:22][CH3:23])=[C:14]([O:13][CH3:12])[CH:15]=2)=[CH:6][C:3]=1[C:4]#[N:5] |f:1.2|. Product: NC1=C(C#N)C=C(C=C1)CC1=CC(=C(C=C1)OC)OC (2-Amino-5-(3′,4′-dimethoxybenzyl)benzonitrile). Starting materials: NC1=C(C#N)C=C(C=C1)I (2-amino-5-iodobenzonitrile), oil, [Cl-].COC=1C=C(C[Zn+])C=CC1OC (3,4-dimethoxybenzylzinc chloride), NC1=C(C#N)C=C(C=C1)CC1=CC=CC=C1 (2-amino-5-benzylbenzonitrile). Reactants: BrC(Br)(Br)Br, CC#N, CC(C)(C)c1cc(-c2nc(CO)co2)cc(C(C)(C)C)c1O, c1ccc(P(c2ccccc2)c2ccccc2)cc1. The product is CC(C)(C)c1cc(-c2nc(CBr)co2)cc(C(C)(C)C)c1O. RXN SMILES: [C:42]([Br:43])([Br:44])([Br:45])[Br:46].[CH3:47][C:48]#[N:49].[OH:1][CH2:2][c:3]1[n:4][c:5](-[c:8]2[cH:9][c:10]([C:19]([CH3:20])([CH3:21])[CH3:22])[c:11]([OH:18])[c:12]([C:14]([CH3:15])([CH3:16])[CH3:17])[cH:13]2)[o:6][cH:7]1.[c:23]1([P:24]([c:25]2[cH:26][cH:27][cH:28][cH:29][cH:30]2)[c:31]2[cH:32][cH:33][cH:34][cH:35][cH:36]2)[cH:37][cH:38][cH:39][cH:40][cH:41]1>>[CH2:2]([c:3]1[n:4][c:5](-[c:8]2[cH:9][c:10]([C:19]([CH3:20])([CH3:21])[CH3:22])[c:11]([OH:18])[c:12]([C:14]([CH3:15])([CH3:16])[CH3:17])[cH:13]2)[o:6][cH:7]1)[Br:43]. Reactants: ClC1=C(C=C(C=C1)C(CC(C(F)(F)F)=O)=O)C (1-(4-chloro-3-methyl-phenyl)-4,4,4-trifluoro-butane-1,3-dione), 4-chloro-3-methyl-acetophenone, NC1=NNC=C1C1=CC(=NC(=C1)C)C (3-amino-4-(2,6-dimethyl-4-pyridinyl)-pyrazole). Yields the product ClC1=C(C=C(C=C1)C1=NC=2N(C(=C1)C(F)(F)F)N=CC2C2=CC(=NC(=C2)C)C)C (5-(4-Chloro-3-methyl-phenyl)-3-(2,6-dimethyl-pyridin-4-yl)-7-trifluoromethyl-pyrazolo[1,5-a]pyrimidine). Yield: 45.6%. Reaction SMILES: [Cl:1][C:2]1[CH:7]=[CH:6][C:5]([C:8](=O)[CH2:9][C:10](=O)[C:11]([F:14])([F:13])[F:12])=[CH:4][C:3]=1[CH3:17].[NH2:18][C:19]1[C:23]([C:24]2[CH:29]=[C:28]([CH3:30])[N:27]=[C:26]([CH3:31])[CH:25]=2)=[CH:22][NH:21][N:20]=1>>[Cl:1][C:2]1[CH:7]=[CH:6][C:5]([C:8]2[CH:9]=[C:10]([C:11]([F:14])([F:13])[F:12])[N:20]3[N:21]=[CH:22][C:23]([C:24]4[CH:29]=[C:28]([CH3:30])[N:27]=[C:26]([CH3:31])[CH:25]=4)=[C:19]3[N:18]=2)=[CH:4][C:3]=1[CH3:17]. Procedure: Reaction of 1-(4-chloro-3-methyl-phenyl)-4,4,4-trifluoro-butane-1,3-dione (132 mg, 0.5 mmol), prepared from commercially available 4-chloro-3-methyl-acetophenone according to general procedure A, and 3-amino-4-(2,6-dimethyl-4-pyridinyl)-pyrazole [prepared from 4-cyanomethyl-2,6-dimethyl-pyridine, see part synthesis of amino-pyrazole derivatives] (94 mg, 0.5 mmol) according to general procedure B yielded the title compound as a yellow solid (95 mg, 46%). MS (ISP) 417.2 [(M+H)+]; mp 254° C. Reactants: O=C(O)c1ccc(OCCCN2CCC(OC(c3ccc(Cl)cc3)c3ccccn3)CC2)cc1, O=C(Cl)C(=O)Cl, ClCCl, Nc1nnn[nH]1, c1ccncc1. The product is O=C(Nc1nnn[nH]1)c1ccc(OCCCN2CCC(OC(c3ccc(Cl)cc3)c3ccccn3)CC2)cc1. As a reaction SMILES: [C:1](=[O:2])([OH:3])[c:4]1[cH:5][cH:6][c:7]([O:8][CH2:9][CH2:10][CH2:11][N:12]2[CH2:13][CH2:14][CH:15]([O:18][CH:19]([c:20]3[n:21][cH:22][cH:23][cH:24][cH:25]3)[c:26]3[cH:27][cH:28][c:29]([Cl:32])[cH:30][cH:31]3)[CH2:16][CH2:17]2)[cH:33][cH:34]1.[Cl:35][C:36]([C:37]([Cl:38])=[O:39])=[O:40].[Cl:53][CH2:54][Cl:55].[NH2:41][c:42]1[n:43][n:44][n:45][nH:46]1.[cH:47]1[cH:48][cH:49][n:50][cH:51][cH:52]1>>[C:1](=[O:2])([c:4]1[cH:5][cH:6][c:7]([O:8][CH2:9][CH2:10][CH2:11][N:12]2[CH2:13][CH2:14][CH:15]([O:18][CH:19]([c:20]3[n:21][cH:22][cH:23][cH:24][cH:25]3)[c:26]3[cH:27][cH:28][c:29]([Cl:32])[cH:30][cH:31]3)[CH2:16][CH2:17]2)[cH:33][cH:34]1)[NH:41][c:42]1[nH:43][n:44][n:45][n:46]1.